This data is from the Open Reaction Database (ORD), a public repository of structured organic reaction records. The task is: describe an organic reaction: reactants, conditions, products, and yield Reactants: [H-].[Na+] (sodium hydride), ice water, C(CC(O)(C(=O)O)CC(=O)O)(=O)O (citric acid), C1(CC1)CO (cyclopropane methanol), FC=1C2=C(N(N=C2C=CC1)C)S(=O)(=O)N (4-fluoro-2-methyl-2H-indazole-3-sulfonamide). The solvent is CS(=O)C (DMSO). Conditions: time 1 hour. The product is C1(CC1)COC=1C2=C(N(N=C2C=CC1)C)S(=O)(=O)N (4-cyclopropylmethoxy-2-methyl-2H-indazole-3-sulfonamide). Isolated yield 85.9%. As a reaction SMILES: [H-].[Na+].[CH:3]1([CH2:6][OH:7])[CH2:5][CH2:4]1.F[C:9]1[C:10]2[C:14]([CH:15]=[CH:16][CH:17]=1)=[N:13][N:12]([CH3:18])[C:11]=2[S:19]([NH2:22])(=[O:21])=[O:20].C(O)(=O)CC(CC(O)=O)(C(O)=O)O>CS(C)=O>[CH:3]1([CH2:6][O:7][C:9]2[C:10]3[C:14]([CH:15]=[CH:16][CH:17]=2)=[N:13][N:12]([CH3:18])[C:11]=3[S:19]([NH2:22])(=[O:21])=[O:20])[CH2:5][CH2:4]1 |f:0.1|. Procedure: 2.8 g (70 mmol) of 60% sodium hydride was suspended in 50 ml of DMSO, and 6 g (83 mmol) of cyclopropane methanol was dropwise added thereto. The mixture was stirred at room temperature for one hour, and then 5.4 g (24 mmol) of 4-fluoro-2-methyl-2H-indazole-3-sulfonamide was added thereto. The mixture was stirred at 130° C. for 3 hours. After the reaction, the mixture was poured into ice water, acidified with citric acid and extracted with ethyl acetate. The organic layer was washed with water an...